From a dataset of the Open Reaction Database (ORD), a public repository of structured organic reaction records. describe an organic reaction: reactants, conditions, products, and yield Run at time 10 minute. Starting materials: C([O-])(O)=O.[Na+] (sodium bicarbonate), [I-].C[P+](C1=CC=CC=C1)(C1=CC=CC=C1)C1=CC=CC=C1 (Methyl triphenylphosphonium iodide), C1(=CC=CC=C1)SC1=C(C=CC=C1)C=O (2-(phenylsulfanyl)benzenecarbaldehyde), CC(C)([O-])C.[K+] (potassium tert-butoxide). Product: C1(=CC=CC=C1)SC1=C(C=CC=C1)C=C (1-(phenylsulfanyl)-2-vinylbenzene). Procedure details: Methyl triphenylphosphonium iodide (1.57 g, 3.88 mmol) was dissolved in 25 mL ether in a 50 mL round-bottomed flask under dry nitrogen. To the mixture was added in one portion at 0° C. potassium tert-butoxide (0.47 g, 4.19 mmol) and it was stirred for 10 min at room temperature. 2-(phenylsulfanyl)benzenecarbaldehyde (2.77 mmol) was added in one portion at 0° C. and the reaction mixture was stirred until complete disappearance of the reactants (17 hr) at room temperature (followed by TLC). The mi... RXN SMILES: [I-].[CH3:2][P+](C1C=CC=CC=1)(C1C=CC=CC=1)C1C=CC=CC=1.CC(C)([O-])C.[K+].[C:28]1([S:34][C:35]2[CH:40]=[CH:39][CH:38]=[CH:37][C:36]=2[CH:41]=O)[CH:33]=[CH:32][CH:31]=[CH:30][CH:29]=1.C(=O)(O)[O-].[Na+]>CCOCC>[C:28]1([S:34][C:35]2[CH:40]=[CH:39][CH:38]=[CH:37][C:36]=2[CH:41]=[CH2:2])[CH:33]=[CH:32][CH:31]=[CH:30][CH:29]=1 |f:0.1,2.3,5.6|. The solvent is CCOCC (ether). Starting materials: C(=O)(O)C=1C=CC2=C([C@H](CCC3=C2C(=C(C(=C3)OC)OC)OC)NC(C)=O)C1 (N-[(5S)-3-carboxy-9,10,11-trimethoxy-6,7-dihydro-5H-dibenzo[a,c]cyclohepten-5-yl]acetamide), NCCN1CCCCC1 (1-(2-aminoethyl)piperidine). The product is C(C)(=O)N[C@H]1CCC2=C(C3=C1C=C(C=C3)C(=O)NCCN3CCCCC3)C(=C(C(=C2)OC)OC)OC ((5S)-5-(acetylamino)-9,10,11-trimethoxy-N-(2-piperidinoethyl)-6,7-dihydro-5H-dibenzo[a,c]cycloheptene-3-carboxamide). The yield is 43.0%. RXN SMILES: [C:1]([C:4]1[CH:5]=[CH:6][C:7]2[C:13]3[C:14]([O:22][CH3:23])=[C:15]([O:20][CH3:21])[C:16]([O:18][CH3:19])=[CH:17][C:12]=3[CH2:11][CH2:10][C@H:9]([NH:24][C:25](=[O:27])[CH3:26])[C:8]=2[CH:28]=1)([OH:3])=O.[NH2:29][CH2:30][CH2:31][N:32]1[CH2:37][CH2:36][CH2:35][CH2:34][CH2:33]1>>[C:25]([NH:24][C@@H:9]1[C:8]2[CH:28]=[C:4]([C:1]([NH:29][CH2:30][CH2:31][N:32]3[CH2:37][CH2:36][CH2:35][CH2:34][CH2:33]3)=[O:3])[CH:5]=[CH:6][C:7]=2[C:13]2[C:14]([O:22][CH3:23])=[C:15]([O:20][CH3:21])[C:16]([O:18][CH3:19])=[CH:17][C:12]=2[CH2:11][CH2:10]1)(=[O:27])[CH3:26]. Reported procedure: Using an analogous procedure to that described for Example 10, N-[(5S)-3-carboxy-9,10,11-trimethoxy-6,7-dihydro-5H-dibenzo[a,c]cyclohepten-5-yl]acetamide was reacted with 1-(2-aminoethyl)piperidine to give (5S)-5-(acetylamino)-9,10,11-trimethoxy-N-(2-piperidinoethyl)-6,7-dihydro-5H-dibenzo[a,c]cycloheptene-3-carboxamide. Starting materials: C1CCOC1, C[Mg+], COC12CC3CC(C1)C(=O)C(C3)C2, [I-]. Yields the product COC12CC3CC(C1)C(C)(O)C(C3)C2. Reaction SMILES: [CH2:17]1[O:18][CH2:19][CH2:20][CH2:21]1.[CH3:2][Mg+:3].[CH3:4][O:5][C:6]12[CH2:7][CH:8]3[C:9](=[O:16])[CH:10]([CH2:11][CH:12]([CH2:13]1)[CH2:14]3)[CH2:15]2.[I-:1]>>[CH3:2][C:9]1([OH:16])[CH:8]2[CH2:7][C:6]3([O:5][CH3:4])[CH2:13][CH:12]([CH2:11][CH:10]1[CH2:15]3)[CH2:14]2. Starting materials: N1(C=CC=C1)C1=C(C=CC=C1)[N+](=O)[O-] (2-(1-pyrrolyl)nitrobenzene), C(C)(=O)O (acetic acid). Reagents/catalysts: [Fe] (iron). The solvent is C(C)O (ethanol). The product is N1(C=CC=C1)C1=C(C=CC=C1)N (2-(1-pyrrolyl)phenylamine). The yield is 92.2%. Reaction SMILES: [N:1]1([C:6]2[CH:11]=[CH:10][CH:9]=[CH:8][C:7]=2[N+:12]([O-])=O)[CH:5]=[CH:4][CH:3]=[CH:2]1.C(O)(=O)C>C(O)C.[Fe]>[N:1]1([C:6]2[CH:11]=[CH:10][CH:9]=[CH:8][C:7]=2[NH2:12])[CH:2]=[CH:3][CH:4]=[CH:5]1. Procedure: To a solution of 2-(1-pyrrolyl)nitrobenzene (1.11 g) in ethanol (30 ml) were added iron powder (1.65 g) and acetic acid (3.54 g) and the mixture was refluxed for 1 hour. The reaction mixture was filtered through a bed of celite and the filtrate was concentrated in vacuo. The residue was diluted with a mixture of ethyl acetate and saturated aqueous sodium bicarbonate solution and the mixture was filtered through a bed of celite again. The organic layer was separated and washed with water and brin...